From a dataset of the Open Reaction Database (ORD), a public repository of structured organic reaction records. describe an organic reaction: reactants, conditions, products, and yield Starting materials: ClC1=CC2=C(OC3=C(CN2C(=O)NCCCCC2=CC=NC=C2)C=CC=C3)C=C1 (8-chloro-N-[4-(4-pyridinyl]butyl]dibenz[b,f]-[1,4]oxazepine-10(11H)-carboxamide), Cl.CO (HCl MeOH). The solvent is CO (MeOH). Yields the product Cl.ClC1=CC2=C(OC3=C(CN2C(=O)NCCCCC2=CC=NC=C2)C=CC=C3)C=C1 (8-chloro-N-[4-(4-pyridinyl)butyl]dibenz[b,f][1,4]oxazepine-10(11H)-carboxamide, hydrochloride). Yield: 56.3%. RXN SMILES: [Cl:1][C:2]1[CH:29]=[CH:28][C:5]2[O:6][C:7]3[CH:27]=[CH:26][CH:25]=[CH:24][C:8]=3[CH2:9][N:10]([C:11]([NH:13][CH2:14][CH2:15][CH2:16][CH2:17][C:18]3[CH:23]=[CH:22][N:21]=[CH:20][CH:19]=3)=[O:12])[C:4]=2[CH:3]=1.Cl.CO>CO>[ClH:1].[Cl:1][C:2]1[CH:29]=[CH:28][C:5]2[O:6][C:7]3[CH:27]=[CH:26][CH:25]=[CH:24][C:8]=3[CH2:9][N:10]([C:11]([NH:13][CH2:14][CH2:15][CH2:16][CH2:17][C:18]3[CH:23]=[CH:22][N:21]=[CH:20][CH:19]=3)=[O:12])[C:4]=2[CH:3]=1 |f:1.2,4.5|. Reported procedure: By the method described in Example 16, the title compound of Example 24 (0.82 g, 2.0 mmol) in 40 mL of MeOH was treated with 2N HCl/MeOH (5 mL) to produce 0.25 g of the title product.